Dataset: the Open Reaction Database (ORD), a public repository of structured organic reaction records. Task: describe an organic reaction: reactants, conditions, products, and yield Starting materials: NC(=O)OCc1ccccc1, CC(=O)[O-], CC(=O)[O-], CC(=O)[O-], CCOCC, ClCCl, CCOC(=O)C(=[N+]=[N-])C(F)(F)F, [Rh+3]. Yields the product CCOC(=O)C(NC(=O)OCc1ccccc1)C(F)(F)F. Reaction SMILES: [C:13]([NH2:14])([O:15][CH2:16][c:17]1[cH:18][cH:19][cH:20][cH:21][cH:22]1)=[O:23].[C:32]([O-:33])(=[O:34])[CH3:35].[C:37]([O-:38])(=[O:39])[CH3:40].[C:41]([O-:42])(=[O:43])[CH3:44].[CH3:27][CH2:28][O:29][CH2:30][CH3:31].[Cl:24][CH2:25][Cl:26].[N+:1](=[N-:2])=[C:3]([C:4](=[O:5])[O:6][CH2:7][CH3:8])[C:9]([F:10])([F:11])[F:12].[Rh+3:36]>>[NH:1]([CH:3]([C:4](=[O:5])[O:6][CH2:7][CH3:8])[C:9]([F:10])([F:11])[F:12])[C:13]([O:15][CH2:16][c:17]1[cH:18][cH:19][cH:20][cH:21][cH:22]1)=[O:23]. Starting materials: C(C)(=O)O[C@H]1[C@@H](O[C@@H]([C@@H]([C@@H]1OC(C)=O)OC(C)=O)COC(C)=O)OC1=NNC(=C1CC1=CC=C(C=C1)CCCC(NC(C)(C)C(=O)N1CCN(CC1)C(=O)OCC1=CC=CC=C1)=O)C(C)C (3-(2,3,4,6-tetra-O-acetyl-β-D-galacto-pyranosyloxy)-4-[(4-{3-[1-{[4-(benzyloxycarbonyl)piperazin-1-yl]carbonyl}-1-(methyl)ethylcarbamoyl]propyl}phenyl)-methyl]-5-isopropyl-1H-pyrazole), C[O-].[Na+] (sodium methoxide), C(C)(=O)O (acetic acid). The solvent is CO (methanol). The product is C(C1=CC=CC=C1)OC(=O)N1CCN(CC1)C(=O)C(C)(C)NC(=O)CCCC1=CC=C(C=C1)CC=1C(=NNC1C(C)C)O[C@H]1[C@H](O)[C@@H](O)[C@@H](O)[C@H](O1)CO (4-[(4-{3-[1-{[4-(Benzyloxycarbonyl)piperazin-1-yl]-carbonyl}-1-(methyl)ethylcarbamoyl]propyl}phenyl)methyl]-3-(β-D-galactopyranosyloxy)-5-isopropyl-1H-pyrazole). Reaction SMILES: C([O:4][C@@H:5]1[C@@H:10]([O:11]C(=O)C)[C@@H:9]([O:15]C(=O)C)[C@@H:8]([CH2:19][O:20]C(=O)C)[O:7][C@H:6]1[O:24][C:25]1[C:29]([CH2:30][C:31]2[CH:36]=[CH:35][C:34]([CH2:37][CH2:38][CH2:39][C:40](=[O:63])[NH:41][C:42]([C:45]([N:47]3[CH2:52][CH2:51][N:50]([C:53]([O:55][CH2:56][C:57]4[CH:62]=[CH:61][CH:60]=[CH:59][CH:58]=4)=[O:54])[CH2:49][CH2:48]3)=[O:46])([CH3:44])[CH3:43])=[CH:33][CH:32]=2)=[C:28]([CH:64]([CH3:66])[CH3:65])[NH:27][N:26]=1)(=O)C.C[O-].[Na+].C(O)(=O)C>CO>[CH2:56]([O:55][C:53]([N:50]1[CH2:49][CH2:48][N:47]([C:45]([C:42]([NH:41][C:40]([CH2:39][CH2:38][CH2:37][C:34]2[CH:35]=[CH:36][C:31]([CH2:30][C:29]3[C:25]([O:24][C@@H:6]4[O:7][C@H:8]([CH2:19][OH:20])[C@H:9]([OH:15])[C@H:10]([OH:11])[C@H:5]4[OH:4])=[N:26][NH:27][C:28]=3[CH:64]([CH3:66])[CH3:65])=[CH:32][CH:33]=2)=[O:63])([CH3:43])[CH3:44])=[O:46])[CH2:52][CH2:51]1)=[O:54])[C:57]1[CH:58]=[CH:59][CH:60]=[CH:61][CH:62]=1 |f:1.2|. Reported procedure: To a solution of 3-(2,3,4,6-tetra-O-acetyl-β-D-galacto-pyranosyloxy)-4-[(4-{3-[1-{[4-(benzyloxycarbonyl)piperazin-1-yl]carbonyl}-1-(methyl)ethylcarbamoyl]propyl}phenyl)-methyl]-5-isopropyl-1H-pyrazole (39.5 g) in methanol (160 mL) was added sodium methoxide (28% methanol solution, 8.24 mL), and the mixture was stirred at room temperature overnight. To the reaction mixture was added acetic acid (2.7 mL), and the resulting mixture was concentrated under reduced pressure. The residue was purified b... Conditions: time 8 hour. Yield: 66.0%. Reactants: CCOC(=O)OCC, CCCCCCCCC=CCCCCCCCCO. The product is CCCCCCCCC=CCCCCCCCCOC(=O)OCC. Reaction SMILES: [C:20]([O:21][CH2:22][CH3:23])([O:24][CH2:26][CH3:27])=[O:25].[CH2:1]([CH2:2][CH2:3][CH2:4][CH2:5][CH2:6][CH2:7][CH2:8][CH:9]=[CH:10][CH2:11][CH2:12][CH2:13][CH2:14][CH2:15][CH2:16][CH2:17][CH3:18])[OH:19]>>[CH2:1]([CH2:2][CH2:3][CH2:4][CH2:5][CH2:6][CH2:7][CH2:8][CH:9]=[CH:10][CH2:11][CH2:12][CH2:13][CH2:14][CH2:15][CH2:16][CH2:17][CH3:18])[O:19][C:20]([O:21][CH2:22][CH3:23])=[O:24]. Reactants: NC1=C(C=C(C=C1)C(C(=O)OC(C)(C)C)C)Br (tert-butyl 2-(4-amino-3-bromophenyl)propanoate), BrCC1=C(C(=O)OC)C=CC=C1 (methyl 2-(bromomethyl)benzoate), C(C)(C)N(CC)C(C)C (diisopropylethylamine). The solvent is C(C)O (ethanol). Reaction conditions: temperature 120 celsius. Product: BrC1=C(C=CC(=C1)C(C(=O)OC(C)(C)C)C)NCC1=C(C(=O)OC)C=CC=C1 (methyl 2-((2-bromo-4-(1-tert-butoxy-1-oxopropan-2-yl)phenylamino)methyl)benzoate). Yield: 48.5%. RXN SMILES: [NH2:1][C:2]1[CH:7]=[CH:6][C:5]([CH:8]([CH3:16])[C:9]([O:11][C:12]([CH3:15])([CH3:14])[CH3:13])=[O:10])=[CH:4][C:3]=1[Br:17].Br[CH2:19][C:20]1[CH:29]=[CH:28][CH:27]=[CH:26][C:21]=1[C:22]([O:24][CH3:25])=[O:23].C(N(C(C)C)CC)(C)C>C(O)C>[Br:17][C:3]1[CH:4]=[C:5]([CH:8]([CH3:16])[C:9]([O:11][C:12]([CH3:13])([CH3:15])[CH3:14])=[O:10])[CH:6]=[CH:7][C:2]=1[NH:1][CH2:19][C:20]1[CH:29]=[CH:28][CH:27]=[CH:26][C:21]=1[C:22]([O:24][CH3:25])=[O:23]. Procedure details: A mixture of tert-butyl 2-(4-amino-3-bromophenyl)propanoate (6.50 g, 21.7 mmol), methyl 2-(bromomethyl)benzoate (4.97 g, 21.7 mmol), diisopropylethylamine (2.80 g, 21.7 mmol), and ethanol (180 mL) was heated at 120° C. in a sealed vial overnight. After cooling to room temperature, the mixture was concentrated and the residue purified by flash chromatography (92:8 hexanes/ethyl acetate) to afford methyl 2-((2-bromo-4-(1-tert-butoxy-1-oxopropan-2-yl)phenylamino)methyl)benzoate (4.72 g, 48%) as thi... Starting materials: N(N)C1=NC=CC2=CC=CC=C12 (1-Hydrazinoisoquinoline), C(C)(=O)OC(C(=O)O)O (acetoxyglycolic acid). The solvent is C(Cl)(Cl)Cl (chloroform). The product is C(C)(=O)OCC1=NN=C2N1C=CC1=CC=CC=C21 (3-Acetoxymethyl-s-triazolo-[3,4-a]-isoquinoline). Reaction SMILES: [NH:1]([C:3]1[C:12]2[C:7](=[CH:8][CH:9]=[CH:10][CH:11]=2)[CH:6]=[CH:5][N:4]=1)[NH2:2].[C:13]([O:16][CH:17](O)[C:18](O)=O)(=[O:15])[CH3:14]>C(Cl)(Cl)Cl>[C:13]([O:16][CH2:17][C:18]1[N:4]2[CH:5]=[CH:6][C:7]3[C:12]([C:3]2=[N:1][N:2]=1)=[CH:11][CH:10]=[CH:9][CH:8]=3)(=[O:15])[CH3:14]. Procedure: 1-Hydrazinoisoquinoline was heated with excess acetoxyglycolic acid. The residue was cooled, dissolved in chloroform and washed with sodium carbonate solution. The chloroform extracts were dried and concentrated invacuo to provide the crude product which was purified by recrystallization from benzene.